The task is: describe an organic reaction: reactants, conditions, products, and yield. This data is from the Open Reaction Database (ORD), a public repository of structured organic reaction records. Reactants: O=C(O)CBr, O=C1N(c2ccc(C3CC3)cc2)CCC12CCNCC2, ClCCl. Yields the product O=C(O)CN1CCC2(CC1)CCN(c1ccc(C3CC3)cc1)C2=O. Reaction SMILES: [Br:21][CH2:22][C:23](=[O:24])[OH:25].[CH:1]1([c:4]2[cH:5][cH:6][c:7]([N:10]3[C:11](=[O:20])[C:12]4([CH2:13][CH2:14]3)[CH2:15][CH2:16][NH:17][CH2:18][CH2:19]4)[cH:8][cH:9]2)[CH2:2][CH2:3]1.[Cl:26][CH2:27][Cl:28]>>[CH:1]1([c:4]2[cH:5][cH:6][c:7]([N:10]3[C:11](=[O:20])[C:12]4([CH2:13][CH2:14]3)[CH2:15][CH2:16][N:17]([CH2:22][C:23](=[O:24])[OH:25])[CH2:18][CH2:19]4)[cH:8][cH:9]2)[CH2:2][CH2:3]1.